The task is: describe an organic reaction: reactants, conditions, products, and yield. This data is from the Open Reaction Database (ORD), a public repository of structured organic reaction records. Reactants: ClC1=CC(=C(C(=C1C)N1C=NN=C1)C1=CC(=CC=C1)F)C(C)=O (1-[4-chloro-3′-fluoro-5-methyl-6-(4H-1,2,4-triazol-4-yl)biphenyl-2-yl]ethanone), C(C)(=O)[O-].[NH4+] (ammonium acetate), C(#N)[BH3-].[Na+] (sodium cyanoborohydride). Solvent: CO (methanol), C(C)#N (acetonitrile). Reaction conditions: temperature 65 celsius. Yields the product ClC1=CC(=C(C(=C1C)N1C=NN=C1)C1=CC(=CC=C1)F)C(C)N (1-[4-Chloro-3′-fluoro-5-methyl-6-(4H-1,2,4-triazol-4-yl)biphenyl-2-yl]ethanamine). Reaction SMILES: [Cl:1][C:2]1[C:7]([CH3:8])=[C:6]([N:9]2[CH:13]=[N:12][N:11]=[CH:10]2)[C:5]([C:14]2[CH:19]=[CH:18][CH:17]=[C:16]([F:20])[CH:15]=2)=[C:4]([C:21](=O)[CH3:22])[CH:3]=1.C([O-])(=O)C.[NH4+].C([BH3-])#[N:30].[Na+]>CO.C(#N)C>[Cl:1][C:2]1[C:7]([CH3:8])=[C:6]([N:9]2[CH:13]=[N:12][N:11]=[CH:10]2)[C:5]([C:14]2[CH:19]=[CH:18][CH:17]=[C:16]([F:20])[CH:15]=2)=[C:4]([CH:21]([NH2:30])[CH3:22])[CH:3]=1 |f:1.2,3.4|. Procedure details: A mixture of 1-[4-chloro-3′-fluoro-5-methyl-6-(4H-1,2,4-triazol-4-yl)biphenyl-2-yl]ethanone (44 mg, 0.13 mmol), ammonium acetate (103 mg, 1.33 mmol) and sodium cyanoborohydride (17 mg, 0.27 mmol) in methanol (0.5 mL) and acetonitrile (0.5 mL) was heated at 65° C. overnight in a sealed tube. The mixture was then cooled to room temperature and quenched with saturated sodium bicarbonate and extracted with dichloromethane. The combined extracts were dried over magnesium sulfate and evaporated to dry... Starting materials: CSC(NN=CC=1N=C(NC1)CCC)=S (3-(2-n-propyl-4-imidazolylmethylene)dithiocarbazic acid methyl ester), C1(=CC=CC=C1)OC1=CC=CC=C1 (diphenyl ether). Yields the product C(CC)C1=NC=C2N1C(NN=C2)=S (6-n-Propyl-imidazol[1,5-d]-as-triazine-4(3H)-thione). Reaction SMILES: C[S:2][C:3](=S)[NH:4][N:5]=[CH:6][C:7]1[N:8]=[C:9]([CH2:12][CH2:13][CH3:14])[NH:10][CH:11]=1.C1(OC2C=CC=CC=2)C=CC=CC=1>>[CH2:12]([C:9]1[N:8]2[C:3](=[S:2])[NH:4][N:5]=[CH:6][C:7]2=[CH:11][N:10]=1)[CH2:13][CH3:14]. Reported procedure: A 102.2 gm. portion of 3-(2-n-propyl-4-imidazolylmethylene)dithiocarbazic acid methyl ester in 500 ml. of diphenyl ether is reacted as described in Example 58 giving the desired product as a white solid, m.p. 201.5°-203.5° C. Reactants: CN(C)C=O (DMF), C[Si](C#CC1(COC1)C)(C)C (trimethyl((3-methyloxetan-3-yl)ethynyl)silane), BrC=1C=C2C(=NC1)OC1=CC=C(C=C1[C@]21N=C(SC1)N)C=1C=NC=CC1F ((S)-3-bromo-7-(4-fluoropyridin-3-yl)-5′H-spiro[chromeno[2,3-b]pyridine-5,4′-thiazol]-2′-amine). The reagents and catalysts are [Cu]I (copper(I) iodide), C=1C=CC(=CC1)[P](C=2C=CC=CC2)(C=3C=CC=CC3)[Pd]([P](C=4C=CC=CC4)(C=5C=CC=CC5)C=6C=CC=CC6)([P](C=7C=CC=CC7)(C=8C=CC=CC8)C=9C=CC=CC9)[P](C=1C=CC=CC1)(C=1C=CC=CC1)C=1C=CC=CC1 (tetrakis(triphenylphosphine)palladium). Solvent: CO (CH3OH). Run at time 8 hour. Yields the product FC1=C(C=NC=C1)C=1C=C2C(=CC1)OC1=NC=C(C=C1[C@@]21N=C(SC1)N)C#CC1(COC1)C ((S)-7-(4-fluoropyridin-3-yl)-3-((3-methyloxetan-3-yl)ethynyl)-5′H-spiro[chromeno[2,3-b]pyridine-5,4′-thiazol]-2′-amine). Isolated yield 28.1%. As a reaction SMILES: Br[C:2]1[CH:3]=[C:4]2[C@:15]3([CH2:19][S:18][C:17]([NH2:20])=[N:16]3)[C:14]3[C:9](=[CH:10][CH:11]=[C:12]([C:21]4[CH:22]=[N:23][CH:24]=[CH:25][C:26]=4[F:27])[CH:13]=3)[O:8][C:5]2=[N:6][CH:7]=1.CN(C=O)C.C[Si](C)(C)[C:35]#[C:36][C:37]1([CH3:41])[CH2:40][O:39][CH2:38]1>[Cu]I.C1C=CC([P]([Pd]([P](C2C=CC=CC=2)(C2C=CC=CC=2)C2C=CC=CC=2)([P](C2C=CC=CC=2)(C2C=CC=CC=2)C2C=CC=CC=2)[P](C2C=CC=CC=2)(C2C=CC=CC=2)C2C=CC=CC=2)(C2C=CC=CC=2)C2C=CC=CC=2)=CC=1.CO>[F:27][C:26]1[CH:25]=[CH:24][N:23]=[CH:22][C:21]=1[C:12]1[CH:13]=[C:14]2[C@@:15]3([CH2:19][S:18][C:17]([NH2:20])=[N:16]3)[C:4]3[C:5](=[N:6][CH:7]=[C:2]([C:35]#[C:36][C:37]4([CH3:41])[CH2:40][O:39][CH2:38]4)[CH:3]=3)[O:8][C:9]2=[CH:10][CH:11]=1 |^1:49,51,70,89|. Procedure details: A vial was charged with (S)-3-bromo-7-(4-fluoropyridin-3-yl)-5′H-spiro[chromeno[2,3-b]pyridine-5,4′-thiazol]-2′-amine (120 mg, 0.27 mmol), copper(I) iodide (20.62 mg, 0.11 mmol), and tetrakis(triphenylphosphine)palladium (31.3 mg, 0.027 mmol). The vial was flushed with Ar (g), then DMF (1 mL), and trimethyl((3-methyloxetan-3-yl)ethynyl)silane (137 mg, 0.81 mmol), DIPA (574 μL, 4.06 mmol) were added in sequence. The vial was flushed with Ar (g), sealed, and placed in a 90° C. oil bath. The mixtur... Yields the product O1C(=NC2=C1C=CC=C2)SCCN2CCN(CC2)CC(=O)NC=2C(=NC(=CC2N2CCCC2)C)N2CCCC2 (2-[4-[2-(benzoxazol-2-ylthio)ethyl]piperazin-1-yl]-N-[2,4-bis(pyrrolidin-1-yl)-6-methyl-3-pyridyl]acetamide). Reaction SMILES: OCCN1CCN(CC(NC2C(SC)=NC(C)=CC=2SC)=O)CC1.O[CH2:26][CH2:27][N:28]1[CH2:33][CH2:32][N:31]([CH2:34][C:35]([NH:37][C:38]2[C:39]([N:50]3[CH2:54][CH2:53][CH2:52][CH2:51]3)=[N:40][C:41]([CH3:49])=[CH:42][C:43]=2[N:44]2[CH2:48][CH2:47][CH2:46][CH2:45]2)=[O:36])[CH2:30][CH2:29]1.SC1NC2C=CC=CC=2N=1.[SH:65][C:66]1[O:67][C:68]2[CH:74]=[CH:73][CH:72]=[CH:71][C:69]=2[N:70]=1>>[O:67]1[C:68]2[CH:74]=[CH:73][CH:72]=[CH:71][C:69]=2[N:70]=[C:66]1[S:65][CH2:26][CH2:27][N:28]1[CH2:29][CH2:30][N:31]([CH2:34][C:35]([NH:37][C:38]2[C:39]([N:50]3[CH2:51][CH2:52][CH2:53][CH2:54]3)=[N:40][C:41]([CH3:49])=[CH:42][C:43]=2[N:44]2[CH2:45][CH2:46][CH2:47][CH2:48]2)=[O:36])[CH2:32][CH2:33]1. Procedure details: The reaction and treatments of Example 12 were repeated, except that 2-[4-(2-hydroxyethyl)piperazin-1-yl]-N-[2,4-bis(methylthio)-6-methylpyridin-3-yl]acetamide was replaced by 2-[4-(2-hydroxyethyl)piperazin-1-yl]-N-[2,4-bis(pyrrolidin-1-yl)-6-methylpyridin-3-yl]acetamide, and 2-mercaptobenzimidazole was replaced by 2-mercaptobenzoxazole, to thereby yield the title compound as a pale yellow solid. Reactants: OCCN1CCN(CC1)CC(=O)NC=1C(=NC(=CC1SC)C)SC (2-[4-(2-hydroxyethyl)piperazin-1-yl]-N-[2,4-bis(methylthio)-6-methylpyridin-3-yl]acetamide), SC=1OC2=C(N1)C=CC=C2 (2-mercaptobenzoxazole), OCCN1CCN(CC1)CC(=O)NC=1C(=NC(=CC1N1CCCC1)C)N1CCCC1 (2-[4-(2-hydroxyethyl)piperazin-1-yl]-N-[2,4-bis(pyrrolidin-1-yl)-6-methylpyridin-3-yl]acetamide), SC=1NC2=C(N1)C=CC=C2 (2-mercaptobenzimidazole). Starting materials: NC1CCC(NC=O)CC1, COc1ccc(CNC(=O)c2cc([N+](=O)[O-])ccc2F)cc1OC, c1ccncc1. Product: COc1ccc(CNC(=O)c2cc([N+](=O)[O-])ccc2NC2CCC(NC=O)CC2)cc1OC. RXN SMILES: [CH:25](=[O:26])[NH:27][CH:28]1[CH2:29][CH2:30][CH:31]([NH2:34])[CH2:32][CH2:33]1.[F:1][c:2]1[c:3]([C:4](=[O:5])[NH:6][CH2:7][c:8]2[cH:9][c:10]([O:16][CH3:17])[c:11]([O:14][CH3:15])[cH:12][cH:13]2)[cH:18][c:19]([N+:22](=[O:23])[O-:24])[cH:20][cH:21]1.[cH:35]1[cH:36][cH:37][n:38][cH:39][cH:40]1>>[c:2]1([NH:34][CH:31]2[CH2:30][CH2:29][CH:28]([NH:27][CH:25]=[O:26])[CH2:33][CH2:32]2)[c:3]([C:4](=[O:5])[NH:6][CH2:7][c:8]2[cH:9][c:10]([O:16][CH3:17])[c:11]([O:14][CH3:15])[cH:12][cH:13]2)[cH:18][c:19]([N+:22](=[O:23])[O-:24])[cH:20][cH:21]1.